describe an organic reaction: reactants, conditions, products, and yield From a dataset of the Open Reaction Database (ORD), a public repository of structured organic reaction records. Starting materials: CCOc1cc(C(C)(C)C)ncc1C1=NC(C)(c2ccc(Cl)cc2)C(C)(c2ccc(Cl)cc2)N1C(=O)N1CCC(C(=O)O)CC1, CN1CCNCC1. Product: CCOc1cc(C(C)(C)C)ncc1C1=NC(C)(c2ccc(Cl)cc2)C(C)(c2ccc(Cl)cc2)N1C(=O)N1CCC(C(=O)N2CCN(C)CC2)CC1. As a reaction SMILES: [C:1]([CH3:2])([CH3:3])([CH3:4])[c:5]1[cH:6][c:7]([O:43][CH2:44][CH3:45])[c:8]([C:11]2=[N:15][C:14]([CH3:16])([c:17]3[cH:18][cH:19][c:20]([Cl:23])[cH:21][cH:22]3)[C:13]([CH3:24])([c:25]3[cH:26][cH:27][c:28]([Cl:31])[cH:29][cH:30]3)[N:12]2[C:32](=[O:33])[N:34]2[CH2:35][CH2:36][CH:37]([C:40](=[O:41])[OH:42])[CH2:38][CH2:39]2)[cH:9][n:10]1.[CH3:46][N:47]1[CH2:48][CH2:49][NH:50][CH2:51][CH2:52]1>>[C:1]([CH3:2])([CH3:3])([CH3:4])[c:5]1[cH:6][c:7]([O:43][CH2:44][CH3:45])[c:8]([C:11]2=[N:15][C:14]([CH3:16])([c:17]3[cH:18][cH:19][c:20]([Cl:23])[cH:21][cH:22]3)[C:13]([CH3:24])([c:25]3[cH:26][cH:27][c:28]([Cl:31])[cH:29][cH:30]3)[N:12]2[C:32](=[O:33])[N:34]2[CH2:35][CH2:36][CH:37]([C:40](=[O:42])[N:50]3[CH2:49][CH2:48][N:47]([CH3:46])[CH2:52][CH2:51]3)[CH2:38][CH2:39]2)[cH:9][n:10]1. Reactants: O1C(OCC1)C=1C=C(C=CC1)N (3-[1,3]dioxolan-2-yl-phenylamine), N1=CC=CC=C1 (pyridine), C(C)(=O)Cl (acetyl chloride). Run in C(Cl)Cl (CH2Cl2), C(Cl)Cl (CH2Cl2). Conditions: time 1 hour. Product: O1C(OCC1)C=1C=C(C=CC1)NC(C)=O (N-(3-[1,3]dioxolan-2-yl-phenyl)-acetamide). Yield: 89.9%. As a reaction SMILES: [C:1](Cl)(=[O:3])[CH3:2].[O:5]1[CH2:9][CH2:8][O:7][CH:6]1[C:10]1[CH:11]=[C:12]([NH2:16])[CH:13]=[CH:14][CH:15]=1.N1C=CC=CC=1>C(Cl)Cl>[O:5]1[CH2:9][CH2:8][O:7][CH:6]1[C:10]1[CH:11]=[C:12]([NH:16][C:1](=[O:3])[CH3:2])[CH:13]=[CH:14][CH:15]=1. Reported procedure: A solution of acetyl chloride (3.75 g, 0.048 mol, 3.4 mL) in CH2Cl2 (6.5 mL) was added dropwise over 15 min to an ice-bath chilled solution of 3-[1,3]dioxolan-2-yl-phenylamine (7.18 g, 0.043 mol) and pyridine (3.40 g, 0.043 mol, 3.5 mL) in CH2Cl2 (85 mL). The solution was then brought to room temperature, stirred for 1 hr, and poured onto ice-water (60 mL). The phases were separated, and the organic layer washed with water, saturated NaHCO3, brine and dried with MgSO4. Removal of the solvent in ... Reactants: BrC=1C(OCCC1)=O (3-bromo-5,6-dihydropyran-2-one), C1(=CC=CC=C1)B(O)O (phenylboronic acid), C([O-])([O-])=O.[K+].[K+] (potassium carbonate), C(C)(=O)OCC (ethyl acetate). Reagents/catalysts: [Pd].C1(=CC=CC=C1)P(C1=CC=CC=C1)C1=CC=CC=C1.C1(=CC=CC=C1)P(C1=CC=CC=C1)C1=CC=CC=C1.C1(=CC=CC=C1)P(C1=CC=CC=C1)C1=CC=CC=C1.C1(=CC=CC=C1)P(C1=CC=CC=C1)C1=CC=CC=C1 (tetrakis(triphenylphosphine) palladium(0)). Solvent: C1(=CC=CC=C1)C (toluene), O (water). Product: C1(=CC=CC=C1)C=1C(OCCC1)=O (5,6-Dihydro-3-phenylpyran-2-one). RXN SMILES: Br[C:2]1[C:3](=[O:8])[O:4][CH2:5][CH2:6][CH:7]=1.[C:9]1(B(O)O)[CH:14]=[CH:13][CH:12]=[CH:11][CH:10]=1.C(=O)([O-])[O-].[K+].[K+].C(OCC)(=O)C>C1(C)C=CC=CC=1.[Pd].C1(P(C2C=CC=CC=2)C2C=CC=CC=2)C=CC=CC=1.C1(P(C2C=CC=CC=2)C2C=CC=CC=2)C=CC=CC=1.C1(P(C2C=CC=CC=2)C2C=CC=CC=2)C=CC=CC=1.C1(P(C2C=CC=CC=2)C2C=CC=CC=2)C=CC=CC=1.O>[C:9]1([C:2]2[C:3](=[O:8])[O:4][CH2:5][CH2:6][CH:7]=2)[CH:14]=[CH:13][CH:12]=[CH:11][CH:10]=1 |f:2.3.4,7.8.9.10.11|. Reported procedure: A solution of 3-bromo-5,6-dihydropyran-2-one (Org. Syn., 1996, 73, 231) (74.9 g), phenylboronic acid (51.8 g), potassium carbonate (294 g) and tetrakis(triphenylphosphine) palladium(0) (3.4 g) in toluene was heated (100° C.) under an atmosphere of nitrogen for 24 hours. The cooled solution was diluted by addition of ethyl acetate (1000 ml) and water (1000 ml) and the mixture filtered through Hiflo™. The organic phase was dried (MgSO4), evaporated in vacuo and the residue crystallised from methan...